This data is from the Open Reaction Database (ORD), a public repository of structured organic reaction records. The task is: describe an organic reaction: reactants, conditions, products, and yield RXN SMILES: [CH2:22]1[CH2:23][CH2:24][NH:25][CH2:26][CH2:27]1.[CH3:28][CH2:29][O:30][C:31](=[O:32])[CH3:33].[CH:1]1([CH2:6][O:7][c:8]2[c:9]([N:17]3[CH2:18][CH2:19][CH2:20][CH2:21]3)[n:10][cH:11][c:12]([C:14](=[O:15])[OH:16])[n:13]2)[CH2:2][CH2:3][CH2:4][CH2:5]1.[Cl:34][CH2:35][Cl:36]>>[CH:1]1([CH2:6][O:7][c:8]2[c:9]([N:17]3[CH2:18][CH2:19][CH2:20][CH2:21]3)[n:10][cH:11][c:12]([C:14](=[O:16])[N:25]3[CH2:24][CH2:23][CH2:22][CH2:27][CH2:26]3)[n:13]2)[CH2:2][CH2:3][CH2:4][CH2:5]1. Yields the product O=C(c1cnc(N2CCCC2)c(OCC2CCCC2)n1)N1CCCCC1. The reactants are C1CCNCC1, CCOC(C)=O, O=C(O)c1cnc(N2CCCC2)c(OCC2CCCC2)n1, ClCCl. Reactants: N1(C=CC=C1)C1=CC=C(CBr)C=C1 (p-(1-pyrrolyl)-benzyl bromide), [Li] (lithium), C[Si](C)(C)[NH-] (trimethylsilylamide), COC([C@H]1N(CCC1)C(C1=CC(=CC(=C1)C)C)=O)=O (N-(3,5-dimethylbenzoyl)proline methyl ester). Run in C1CCOC1 (THF), C1CCOC1 (THF). Yields the product COC([C@]1(N(CCC1)C(C1=CC(=CC(=C1)C)C)=O)CC1=CC=C(C=C1)N1C=CC=C1)=O (N-(3,5-dimethylbenzoyl)-2-[p-(1-pyrrolyl)-benzyl]-proline methyl ester). RXN SMILES: [Li].C[Si]([NH-])(C)C.[CH3:7][O:8][C:9](=[O:25])[C@@H:10]1[CH2:14][CH2:13][CH2:12][N:11]1[C:15](=[O:24])[C:16]1[CH:21]=[C:20]([CH3:22])[CH:19]=[C:18]([CH3:23])[CH:17]=1.[N:26]1([C:31]2[CH:38]=[CH:37][C:34]([CH2:35]Br)=[CH:33][CH:32]=2)[CH:30]=[CH:29][CH:28]=[CH:27]1>C1COCC1>[CH3:7][O:8][C:9](=[O:25])[C@:10]1([CH2:35][C:34]2[CH:33]=[CH:32][C:31]([N:26]3[CH:30]=[CH:29][CH:28]=[CH:27]3)=[CH:38][CH:37]=2)[CH2:14][CH2:13][CH2:12][N:11]1[C:15](=[O:24])[C:16]1[CH:17]=[C:18]([CH3:23])[CH:19]=[C:20]([CH3:22])[CH:21]=1 |^1:0|. Procedure details: To a -78° C. solution of lithium bis(trimethylsilylamide (8 mL, 8 mmol) in THF is slowly added N-(3,5-dimethylbenzoyl)proline methyl ester (1.0 g, 3.8 mmol). After 20 minutes p-(1-pyrrolyl)-benzyl bromide (950 mg) in 5 mL of THF is added over a 5 minute period. The solution is warmed to room temperature, quenched with acetic acid and concentrated under reduced pressure. The residue is extracted with EtOAc. The organic layer is washed with NH4Cl (sat.), NaHCO3 solution, dried (MgSO4) and chromato...